From a dataset of the Open Reaction Database (ORD), a public repository of structured organic reaction records. describe an organic reaction: reactants, conditions, products, and yield The reactants are C(C)OC(=O)C1=CC=C(OC2=NC=CC=C2C2CCN(CC2)C(=O)OC(C)(C)C)C=C1 (tert-butyl 4-(2-(4-(ethoxycarbonyl)phenoxy)pyridin-3-yl)piperidine-1-carboxylate), C(C)(C)[N-]C(C)C.[Li+] (lithium diisopropylamide), N1=CNC2=C1C=CC=C2 (benzimidazole), C(OC(C)C)(OC(C)C)OC(C)C (triisopropyl orthoformate). The solvent is C1CCOC1 (THF), C1(=CC=CC=C1)C (toluene). Yields the product N1C(=NC2=C1C=CC=C2)C(=O)C2=CC=C(OC1=NC=CC=C1C1CCN(CC1)C(=O)OC(C)(C)C)C=C2 (tert-butyl 4-(2-(4-(1H-benzo[d]imidazole-2-carbonyl)phenoxy)pyridin-3-yl)piperidine-1-carboxylate). As a reaction SMILES: [N:1]1[C:5]2[CH:6]=[CH:7][CH:8]=[CH:9][C:4]=2[NH:3][CH:2]=1.C(OC(C)C)(OC(C)C)OC(C)C.C([O:25][C:26]([C:28]1[CH:53]=[CH:52][C:31]([O:32][C:33]2[C:38]([CH:39]3[CH2:44][CH2:43][N:42]([C:45]([O:47][C:48]([CH3:51])([CH3:50])[CH3:49])=[O:46])[CH2:41][CH2:40]3)=[CH:37][CH:36]=[CH:35][N:34]=2)=[CH:30][CH:29]=1)=O)C.C([N-]C(C)C)(C)C.[Li+]>C1(C)C=CC=CC=1.C1COCC1>[NH:1]1[C:5]2[CH:6]=[CH:7][CH:8]=[CH:9][C:4]=2[N:3]=[C:2]1[C:26]([C:28]1[CH:29]=[CH:30][C:31]([O:32][C:33]2[C:38]([CH:39]3[CH2:40][CH2:41][N:42]([C:45]([O:47][C:48]([CH3:49])([CH3:50])[CH3:51])=[O:46])[CH2:43][CH2:44]3)=[CH:37][CH:36]=[CH:35][N:34]=2)=[CH:52][CH:53]=1)=[O:25] |f:3.4|. Reported procedure: A mixture of benzimidazole (0.351 g, 2.97 mmol) and triisopropyl orthoformate (3.9 mL, 17.61 mmol) in toluene (25 mL) was heated in a 100 mL round bottom flask equipped with a Dean-Stark trap and reflux condenser under an atmosphere of nitrogen. After 1 h the solvent was removed in vacuo. The residue was dissolved in THF (8 mL) and to the solution was added a solution of tert-butyl 4-(2-(4-(ethoxycarbonyl)phenoxy)pyridin-3-yl)piperidine-1-carboxylate (1.07 g, 2.509 mmol) in THF (8 mL). The mixtu... Reactants: CC(Br)Br, CC(Br)CCC(C)Br, CCN(CC)B(Cl)Cl, C1CCOC1. Yields the product CCN(CC)B1C(C)CCC1C. RXN SMILES: [Br:1][CH:2]([Br:3])[CH3:4].[Br:5][CH:6]([CH3:7])[CH2:8][CH2:9][CH:10]([CH3:11])[Br:12].[CH2:13]([CH3:14])[N:15]([CH2:16][CH3:17])[B:18]([Cl:19])[Cl:20].[CH2:21]1[O:22][CH2:23][CH2:24][CH2:25]1>>[CH:6]1([CH3:7])[CH2:8][CH2:9][CH:10]([CH3:11])[B:18]1[N:15]([CH2:13][CH3:14])[CH2:16][CH3:17]. Reactants: C(C)(=O)O (acetic acid), [OH-].[K+] (potassium hydroxide), C(C)OC(\C=C(\C=C\C=C(\C=C\C1=C(OC(=C1C)C)C)/C)/C)=O ((E,E,E,E)-3,7-Dimethyl-9-(2,4,5-trimethyl-3-furyl)-2,4,6,8-nonatetraenoic acid ethyl ester). Run in O (water), C(C)O (ethanol), O (water). The product is C\C(=C/C(=O)O)\C=C\C=C(\C=C\C1=C(OC(=C1C)C)C)/C ((E,E,E,E)-3,7-dimethyl-9-(2,4,5-trimethyl-3-furyl)-2,4,6,8-nonatetraenoic acid). The yield is 58.8%. Reaction SMILES: C([O:3][C:4](=[O:23])/[CH:5]=[C:6](\[CH3:22])/[CH:7]=[CH:8]/[CH:9]=[C:10](\[CH3:21])/[CH:11]=[CH:12]/[C:13]1[C:17]([CH3:18])=[C:16]([CH3:19])[O:15][C:14]=1[CH3:20])C.[OH-].[K+].C(O)(=O)C>C(O)C.O>[CH3:22]/[C:6](/[CH:7]=[CH:8]/[CH:9]=[C:10](\[CH3:21])/[CH:11]=[CH:12]/[C:13]1[C:17]([CH3:18])=[C:16]([CH3:19])[O:15][C:14]=1[CH3:20])=[CH:5]\[C:4]([OH:23])=[O:3] |f:1.2|. Reported procedure: (E,E,E,E)-3,7-Dimethyl-9-(2,4,5-trimethyl-3-furyl)-2,4,6,8-nonatetraenoic acid ethyl ester (2.8 g.) was dissolved in ethanol (50 ml.) treated with potassium hydroxide (1.6 g.) in water (5 ml.) and heated at reflux for 30 minutes. After cooling to room temperature, water followed by acetic acid (until acid) was added and the solids were filtered off. Crystallization from ethylacetate gave pure (E,E,E,E)-3,7-dimethyl-9-(2,4,5-trimethyl-3-furyl)-2,4,6,8-nonatetraenoic acid (1.5 g.) m.p. 213°-214°. Reactants: ClC1=C(C(=CC(=N1)C=1C=NC=CC1)SC)C#N (6-chloro-4-(methylthio)-2,3′-bipyridine-5-carbonitrile), C(=O)C1=C(C=CC(=C1)OC)B(O)O (2-formyl-4-methoxyphenylboronic acid), P(=O)([O-])([O-])[O-].[K+].[K+].[K+] (potassium phosphate). Reagents/catalysts: C1(=CC=CC=C1)P(C1=CC=CC=C1)C1=CC=CC=C1.C1(=CC=CC=C1)P(C1=CC=CC=C1)C1=CC=CC=C1.C1(=CC=CC=C1)P(C1=CC=CC=C1)C1=CC=CC=C1.C1(=CC=CC=C1)P(C1=CC=CC=C1)C1=CC=CC=C1.[Pd] (palladium tetrakis(triphenylphosphine)). The solvent is CO (methanol), CN(C=O)C (N,N-dimethylformamide). Reaction conditions: time 2 hour. The product is C(=O)C1=C(C=CC(=C1)OC)C1=C(C(=CC(=N1)C=1C=NC=CC1)SC)C#N (6-(2-formyl-4-methoxyphenyl)-4-(methylthio)-2,3′-bipyridine-5-carbonitrile). The yield is 71.6%. RXN SMILES: Cl[C:2]1[N:7]=[C:6]([C:8]2[CH:9]=[N:10][CH:11]=[CH:12][CH:13]=2)[CH:5]=[C:4]([S:14][CH3:15])[C:3]=1[C:16]#[N:17].[CH:18]([C:20]1[CH:25]=[C:24]([O:26][CH3:27])[CH:23]=[CH:22][C:21]=1B(O)O)=[O:19].P([O-])([O-])([O-])=O.[K+].[K+].[K+]>CN(C)C=O.CO.C1(P(C2C=CC=CC=2)C2C=CC=CC=2)C=CC=CC=1.C1(P(C2C=CC=CC=2)C2C=CC=CC=2)C=CC=CC=1.C1(P(C2C=CC=CC=2)C2C=CC=CC=2)C=CC=CC=1.C1(P(C2C=CC=CC=2)C2C=CC=CC=2)C=CC=CC=1.[Pd]>[CH:18]([C:20]1[CH:25]=[C:24]([O:26][CH3:27])[CH:23]=[CH:22][C:21]=1[C:2]1[N:7]=[C:6]([C:8]2[CH:9]=[N:10][CH:11]=[CH:12][CH:13]=2)[CH:5]=[C:4]([S:14][CH3:15])[C:3]=1[C:16]#[N:17])=[O:19] |f:2.3.4.5,8.9.10.11.12|. Reported procedure: A mixture of 6-chloro-4-(methylthio)-2,3′-bipyridine-5-carbonitrile (57.7 mg, 0.220 mmol), 2-formyl-4-methoxyphenylboronic acid (83.4 mg, 0.463 mmol), aqueous potassium phosphate (550 μL, 1.100 mmol) and palladium tetrakis(triphenylphosphine) (16.1 mg, 0.014 mmol) in N,N-dimethylformamide (1 mL) was pumped under vacuum and backfilled with nitrogen twice. After 2 h at 90° C., the mixture was cooled to room temperature, diluted with methanol (2 mL) and filtered to give 6-(2-formyl-4-methoxyphenyl)... The reactants are C=CCN(c1nccs1)S(=O)(=O)c1ccc(N2CCC(O)C2=O)nc1, CCN(C(C)C)C(C)C, Clc1ccc2c(c1)CCCN2, ClCCl, O=S(=O)(OS(=O)(=O)C(F)(F)F)C(F)(F)F. The product is C=CCN(c1nccs1)S(=O)(=O)c1ccc(N2CCC(N3CCCc4cc(Cl)ccc43)C2=O)nc1. Reaction SMILES: [CH2:1]([CH:2]=[CH2:3])[N:4]([S:5](=[O:6])(=[O:7])[c:8]1[cH:9][n:10][c:11]([N:14]2[C:15](=[O:20])[CH:16]([OH:19])[CH2:17][CH2:18]2)[cH:12][cH:13]1)[c:21]1[s:22][cH:23][cH:24][n:25]1.[CH:26]([N:27]([CH:28]([CH3:29])[CH3:30])[CH2:31][CH3:32])([CH3:33])[CH3:34].[Cl:50][c:51]1[cH:52][c:53]2[c:58]([cH:59][cH:60]1)[NH:57][CH2:56][CH2:55][CH2:54]2.[Cl:61][CH2:62][Cl:63].[F:35][C:36]([S:37]([O:38][S:39]([C:40]([F:41])([F:42])[F:43])(=[O:44])=[O:45])(=[O:46])=[O:47])([F:48])[F:49]>>[CH2:1]([CH:2]=[CH2:3])[N:4]([S:5](=[O:6])(=[O:7])[c:8]1[cH:9][n:10][c:11]([N:14]2[C:15](=[O:20])[CH:16]([N:57]3[CH2:56][CH2:55][CH2:54][c:53]4[cH:52][c:51]([Cl:50])[cH:60][cH:59][c:58]43)[CH2:17][CH2:18]2)[cH:12][cH:13]1)[c:21]1[s:22][cH:23][cH:24][n:25]1. Reactants: C1C(C)O1 (propylene oxide), C1(=CC=CC2=CC=CC=C12)N1N=NN=C1S (1-(naphthalen-1-yl)-1H-tetrazole-5-thiol), C(C)O (ethanol), [OH-].[Na+] (sodium hydroxide). The solvent is O (water). Run at temperature 0 celsius, time 30 minute. Product: C1(=CC=CC2=CC=CC=C12)N1N=NN=C1O (1-(naphthalen-1-yl)-1H-tetrazol-5-ol). Yield: 90.0%. As a reaction SMILES: [OH-].[Na+].[C:3]1([N:13]2[C:17](S)=[N:16][N:15]=[N:14]2)[C:12]2[C:7](=[CH:8][CH:9]=[CH:10][CH:11]=2)[CH:6]=[CH:5][CH:4]=1.C([OH:21])C.C1OC1C>O>[C:3]1([N:13]2[C:17]([OH:21])=[N:16][N:15]=[N:14]2)[C:12]2[C:7](=[CH:8][CH:9]=[CH:10][CH:11]=2)[CH:6]=[CH:5][CH:4]=1 |f:0.1|. Reported procedure: To a mixture of sodium hydroxide (114 mg, 2.9 mmol) in water (0.5 mL) was added 1-(naphthalen-1-yl)-1H-tetrazole-5-thiol (490 mg, 2.2 mmol) and ethanol (5 mL). The reaction mixture was then cooled to 0° C., propylene oxide (168 mg, 2.9 mmol) added dropwise and the mixture stirred at 0° C. for 30 minutes and then room temperature for 5 hours. The mixture was taken up and washed with ethyl acetate. The aqueous layer was acidified with aqueous HCl solution (1N) and extracted with ethyl acetate. The... Starting materials: COc1ccc(C(C)C)cc1-c1ccc(C(F)(F)F)cc1CNCc1cc([N+](=O)[O-])cc(C(F)(F)F)c1, CCN(C(C)C)C(C)C, COC(=O)Cl, ClCCl, O. Yields the product COC(=O)N(Cc1cc([N+](=O)[O-])cc(C(F)(F)F)c1)Cc1cc(C(F)(F)F)ccc1-c1cc(C(C)C)ccc1OC. As a reaction SMILES: [CH:1]([CH3:2])([CH3:3])[c:4]1[cH:5][cH:6][c:7]([O:36][CH3:37])[c:8](-[c:10]2[c:11]([CH2:20][NH:21][CH2:22][c:23]3[cH:24][c:25]([N+:33](=[O:34])[O-:35])[cH:26][c:27]([C:29]([F:30])([F:31])[F:32])[cH:28]3)[cH:12][c:13]([C:16]([F:17])([F:18])[F:19])[cH:14][cH:15]2)[cH:9]1.[CH:43]([N:44]([CH2:45][CH3:46])[CH:47]([CH3:48])[CH3:49])([CH3:50])[CH3:51].[Cl:38][C:39](=[O:40])[O:41][CH3:42].[Cl:53][CH2:54][Cl:55].[OH2:52]>>[CH:1]([CH3:2])([CH3:3])[c:4]1[cH:5][cH:6][c:7]([O:36][CH3:37])[c:8](-[c:10]2[c:11]([CH2:20][N:21]([CH2:22][c:23]3[cH:24][c:25]([N+:33](=[O:34])[O-:35])[cH:26][c:27]([C:29]([F:30])([F:31])[F:32])[cH:28]3)[C:39](=[O:40])[O:41][CH3:42])[cH:12][c:13]([C:16]([F:17])([F:18])[F:19])[cH:14][cH:15]2)[cH:9]1. Reactants: CO, N#Cc1ccc([N+](=O)[O-])cc1C#N. Product: N#Cc1ccc(N)cc1C#N. As a reaction SMILES: [CH3:14][OH:15].[N+:1]([O-:2])(=[O:3])[c:4]1[cH:5][c:6]([C:12]#[N:13])[c:7]([C:8]#[N:9])[cH:10][cH:11]1>>[NH2:1][c:4]1[cH:5][c:6]([C:12]#[N:13])[c:7]([C:8]#[N:9])[cH:10][cH:11]1. Reactants: CCOC(=O)C(Cc1ccc(O)cc1)OCC, CCOC(=O)N=NC(=O)OCC, OCC=C(c1ccccc1)c1ccc(-c2ccccc2)cc1, c1ccc(P(c2ccccc2)c2ccccc2)cc1. Yields the product CCOC(=O)C(Cc1ccc(OCC=C(c2ccccc2)c2ccc(-c3ccccc3)cc2)cc1)OCC. As a reaction SMILES: [CH2:42]([CH3:43])[O:44][C:45]([CH:46]([CH2:47][c:48]1[cH:49][cH:50][c:51]([OH:54])[cH:52][cH:53]1)[O:55][CH2:56][CH3:57])=[O:58].[O:59]=[C:60]([O:61][CH2:62][CH3:63])[N:64]=[N:65][C:66]([O:67][CH2:68][CH3:69])=[O:70].[c:1]1(-[c:17]2[cH:18][cH:19][cH:20][cH:21][cH:22]2)[cH:2][cH:3][c:4]([C:7](=[CH:8][CH2:9][OH:10])[c:11]2[cH:12][cH:13][cH:14][cH:15][cH:16]2)[cH:5][cH:6]1.[c:23]1([P:24]([c:25]2[cH:26][cH:27][cH:28][cH:29][cH:30]2)[c:31]2[cH:32][cH:33][cH:34][cH:35][cH:36]2)[cH:37][cH:38][cH:39][cH:40][cH:41]1>>[c:1]1(-[c:17]2[cH:18][cH:19][cH:20][cH:21][cH:22]2)[cH:2][cH:3][c:4]([C:7](=[CH:8][CH2:9][O:10][c:51]2[cH:50][cH:49][c:48]([CH2:47][CH:46]([C:45]([O:44][CH2:42][CH3:43])=[O:58])[O:55][CH2:56][CH3:57])[cH:53][cH:52]2)[c:11]2[cH:12][cH:13][cH:14][cH:15][cH:16]2)[cH:5][cH:6]1.